From a dataset of the Open Reaction Database (ORD), a public repository of structured organic reaction records. describe an organic reaction: reactants, conditions, products, and yield Starting materials: BrC1=C2C=NNC2=CC(=C1)C#N (4-bromo-1H-indazole-6-carbonitrile), FC=1C=C(C=C(C1OCC1=CC=CC=C1)F)B(O)O ({3,5-difluoro-4-[(phenylmethyl)oxy]phenyl}boronic acid), 4A, N1=CC=CC=C1 (pyridine). Reagents/catalysts: C(C)(=O)[O-].[Cu+2].C(C)(=O)[O-] (copper acetate). Solvent: ClCCl (dichloromethane). Run at time 6 day. Product: BrC1=C2C=NN(C2=CC(=C1)C#N)C1=CC(=C(C(=C1)F)OCC1=CC=CC=C1)F (4-Bromo-1-{3,5-difluoro-4-[(phenylmethyl)oxy]phenyl}-1H-indazole-6-carbonitrile). RXN SMILES: [Br:1][C:2]1[CH:10]=[C:9]([C:11]#[N:12])[CH:8]=[C:7]2[C:3]=1[CH:4]=[N:5][NH:6]2.[F:13][C:14]1[CH:15]=[C:16](B(O)O)[CH:17]=[C:18]([F:28])[C:19]=1[O:20][CH2:21][C:22]1[CH:27]=[CH:26][CH:25]=[CH:24][CH:23]=1.N1C=CC=CC=1>ClCCl.C([O-])(=O)C.[Cu+2].C([O-])(=O)C>[Br:1][C:2]1[CH:10]=[C:9]([C:11]#[N:12])[CH:8]=[C:7]2[C:3]=1[CH:4]=[N:5][N:6]2[C:16]1[CH:17]=[C:18]([F:28])[C:19]([O:20][CH2:21][C:22]2[CH:23]=[CH:24][CH:25]=[CH:26][CH:27]=2)=[C:14]([F:13])[CH:15]=1 |f:4.5.6|. Procedure details: To a solution of 4-bromo-1H-indazole-6-carbonitrile (1.0 g, 4.50 mmol) in dichloromethane (50 mL) was added {3,5-difluoro-4-[(phenylmethyl)oxy]phenyl}boronic acid {DE 4236105} (1.8 g, 6.82 mmol), pyridine (0.73 mL, 9.04 mmol), copper acetate (1.22 g, 6.74 mmol) and powdered 4A molecular sieves (5 g). The reaction mixture was stirred at room temperature in the presence of air for 6 days. Celite was added to the mixture and stirred for 5 mins then the mixture was filtered through a pad of celite a... Starting materials: BrC=1C=C2C(=CC1)NC(C21CCN(CC1)C#N)=O (5-bromo-1′-(cyano)spiro[indole-3,4′-piperidin]-2(1H)-one), [OH-].[Na+] (NaOH). The solvent is C(Cl)Cl (methylene chloride), C(CO)O (ethylene glycol). Run at temperature 130 celsius. Yields the product BrC=1C=C2C(=CC1)NC(C21CCNCC1)=O (5-bromo-spiro[indole-3,4′-piperidin]-2(1H)-one). Isolated yield 59.3%. As a reaction SMILES: [Br:1][C:2]1[CH:3]=[C:4]2[C:10]3([CH2:15][CH2:14][N:13](C#N)[CH2:12][CH2:11]3)[C:9](=[O:18])[NH:8][C:5]2=[CH:6][CH:7]=1.[OH-].[Na+]>C(O)CO.C(Cl)Cl>[Br:1][C:2]1[CH:3]=[C:4]2[C:10]3([CH2:11][CH2:12][NH:13][CH2:14][CH2:15]3)[C:9](=[O:18])[NH:8][C:5]2=[CH:6][CH:7]=1 |f:1.2|. Procedure: 5-Bromo-1,2-dihydro-2-oxospiro[3H-indole-3,4′-piperidine]-1′-cyano 12 (3.3 g, 10.8 mmol) was suspended in ethylene glycol (10 ml). The mixture was treated in NaOH (1.8 g, 45 mmol) and heated to 130° C. for 15 min. It was diluted with methylene chloride (500 ml) and washed with 10% aqueous K2CO3 (2×100 m). The organic layer was dried (Na2SO4) and concentrated and residue purified by silica gel chromatography (30% MeOH/CH2Cl2) to gave 13 as a light ceramic white solid 1.8 g (60%), mp 256-258° C. 1...